This data is from the Open Reaction Database (ORD), a public repository of structured organic reaction records. The task is: describe an organic reaction: reactants, conditions, products, and yield Reactants: ClC=1C=C(C(=O)O)C=C(C1OC)Cl (3,5-dichloro-4-methoxybenzoic acid), C1(=CC=CC=C1)C (toluene), S(=O)(Cl)Cl (thionyl chloride). Solvent: CN(C=O)C (N,N-dimethylformamide). Reaction conditions: temperature 60 celsius, time 16 hour. The product is ClC=1C=C(C(=O)Cl)C=C(C1OC)Cl (3,5-dichloro-4-methoxybenzoyl chloride). RXN SMILES: [Cl:1][C:2]1[CH:3]=[C:4]([CH:8]=[C:9]([Cl:13])[C:10]=1[O:11][CH3:12])[C:5](O)=[O:6].C1(C)C=CC=CC=1.S(Cl)([Cl:23])=O>CN(C)C=O>[Cl:1][C:2]1[CH:3]=[C:4]([CH:8]=[C:9]([Cl:13])[C:10]=1[O:11][CH3:12])[C:5]([Cl:23])=[O:6]. Procedure details: To 3,5-dichloro-4-methoxybenzoic acid (8.81 g), toluene (170 mL), N,N-dimethylformamide (5 droplets) and thionyl chloride (6.0 mL) were added, and then the mixture was stirred at 60° C. for 16 hours. The solvent was distilled off under reduced pressure and the obtained residue was azeotroped with toluene and then used for the synthesis of (c). Reactants: Cl (HCl), C(C1=CC=CC=C1)(=O)Cl (benzoyl chloride), C([O-])([O-])=O.[Na+].[Na+] (sodium carbonate), C1=CC=C(C=C1)C[C@H](CC(=O)[C@H](CCCN=C(N)N)N)C(=O)O.Cl (Arphamenine A hydrochloride). The solvent is O (water), C(C)OCC (ethyl ether). Reaction conditions: time 30 minute. The product is C(C1=CC=CC=C1)(=O)NC(C(CC(C(=O)O)CC1=CC=CC=C1)=O)CCCNC(=N)N (5-benzoylamino-8-guanidino-4-oxo-2-phenylmethyloctanoic acid). RXN SMILES: [CH:1]1[CH:6]=[CH:5][C:4]([CH2:7][C@@H:8]([C:21]([OH:23])=[O:22])[CH2:9][C:10]([C@@H:12]([NH2:20])[CH2:13][CH2:14][CH2:15][N:16]=[C:17]([NH2:19])[NH2:18])=[O:11])=[CH:3][CH:2]=1.Cl.[C:25](Cl)(=[O:32])[C:26]1[CH:31]=[CH:30][CH:29]=[CH:28][CH:27]=1.C(=O)([O-])[O-].[Na+].[Na+].Cl>O.C(OCC)C>[C:25]([NH:20][CH:12]([CH2:13][CH2:14][CH2:15][NH:16][C:17]([NH2:19])=[NH:18])[C:10](=[O:11])[CH2:9][CH:8]([CH2:7][C:4]1[CH:5]=[CH:6][CH:1]=[CH:2][CH:3]=1)[C:21]([OH:23])=[O:22])(=[O:32])[C:26]1[CH:31]=[CH:30][CH:29]=[CH:28][CH:27]=1 |f:0.1,3.4.5|. Procedure: Arphamenine A hydrochloride (200 mg) was dissolved in 1 ml of water, and to the resulting solution were added 98 μl of benzoyl chloride and 119 mg of sodium carbonate, each in 1/5 portions at 30 minutes-interval and totally five times, under ice-cooling and stirring. After the reaction was completed, the reaction mixture was adjusted to pH 7.0 with 1N HCl, followed by addition of ethyl ether thereto. The precipitate as formed was washed with water and dried to give 225 mg of the titled compound ...